From a dataset of the Open Reaction Database (ORD), a public repository of structured organic reaction records. describe an organic reaction: reactants, conditions, products, and yield Reactants: CCOC(=O)c1c(C)[nH]c(C=O)c1C, CO, Cl, [K+], [OH-], O. Yields the product Cc1[nH]c(C=O)c(C)c1C(=O)O. RXN SMILES: [CH2:1]([CH3:2])[O:3][C:4](=[O:5])[c:6]1[c:7]([CH3:14])[nH:8][c:9]([CH:12]=[O:13])[c:10]1[CH3:11].[CH3:18][OH:19].[ClH:17].[K+:16].[OH-:15].[OH2:20]>>[O:3]=[C:4]([OH:5])[c:6]1[c:7]([CH3:14])[nH:8][c:9]([CH:12]=[O:13])[c:10]1[CH3:11]. Starting materials: CC(C)(C)OC(=O)N1CCCN(c2ccc(C(=O)N3CCN(S(=O)(=O)c4ccc5cc(Cl)ccc5c4)CC3)nn2)CC1, ClCCl, O=C(O)C(F)(F)F. Product: O=C(c1ccc(N2CCCNCC2)nn1)N1CCN(S(=O)(=O)c2ccc3cc(Cl)ccc3c2)CC1. RXN SMILES: [C:1]([O:2][C:3](=[O:4])[N:8]1[CH2:9][CH2:10][N:11]([c:15]2[cH:16][cH:17][c:18]([C:21](=[O:22])[N:23]3[CH2:24][CH2:25][N:26]([S:29](=[O:30])(=[O:31])[c:32]4[cH:33][c:34]5[cH:35][cH:36][c:37]([Cl:42])[cH:38][c:39]5[cH:40][cH:41]4)[CH2:27][CH2:28]3)[n:19][n:20]2)[CH2:12][CH2:13][CH2:14]1)([CH3:5])([CH3:6])[CH3:7].[CH2:50]([Cl:51])[Cl:52].[OH:43][C:44]([C:45]([F:46])([F:47])[F:48])=[O:49]>>[NH:8]1[CH2:9][CH2:10][N:11]([c:15]2[cH:16][cH:17][c:18]([C:21](=[O:22])[N:23]3[CH2:24][CH2:25][N:26]([S:29](=[O:30])(=[O:31])[c:32]4[cH:33][c:34]5[cH:35][cH:36][c:37]([Cl:42])[cH:38][c:39]5[cH:40][cH:41]4)[CH2:27][CH2:28]3)[n:19][n:20]2)[CH2:12][CH2:13][CH2:14]1. Starting materials: C(C)(C)(C)OC(=O)NC1=NC(C2=C(SN=C2C2=CC=C(OCC=CCCCN(CC(NC3=C(C=C(CN1)C=C3Cl)Cl)=O)C(=O)OC(C)(C)C)C=C2)C)=O (tert-Butyl 9-((tert-butoxycarbonyl)amino)-14,32-dichloro-5-methyl-7,17-dioxo-26-oxa-4-thia-3,8,10,16,19-pentaazatetracyclo[25.2.2.212,15.02,6]-tritriaconta-1(29),2,5,8,12,14,23,27,30,32-decaene-19-carboxylate), [H][H] (Hydrogen). The reagents and catalysts are [Pd] (Pd/C). Run in CO (methanol). Conditions: time 30 minute. Yields the product NC1=NC(C2=C(SN=C2C2=CC=C(OCCCCCCNCC(NC3=C(C=C(CN1)C=C3Cl)Cl)=O)C=C2)C)=O (9-Amino-14,32-dichloro-5-methyl-26-oxa-4-thia-3,8,10,16,19-pentaazatetracyclo[25.2.2.212,15.02,6]tritriaconta-1(29),2,5,8,12,14,27,30,32-nonaene-7,17-dione). Reaction SMILES: C(OC([NH:8][C:9]1[NH:37][CH2:36][C:35]2[CH:38]=[C:39]([Cl:40])[C:32](=[C:33]([Cl:41])[CH:34]=2)[NH:31][C:30](=[O:42])[CH2:29][N:28](C(OC(C)(C)C)=O)[CH2:27][CH2:26][CH2:25][CH:24]=[CH:23][CH2:22][O:21][C:20]2[CH:50]=[CH:51][C:17](=[CH:18][CH:19]=2)[C:16]2[C:12](=[C:13]([CH3:52])[S:14][N:15]=2)[C:11](=[O:53])[N:10]=1)=O)(C)(C)C.[H][H]>CO.[Pd]>[NH2:8][C:9]1[NH:37][CH2:36][C:35]2[CH:34]=[C:33]([Cl:41])[C:32](=[C:39]([Cl:40])[CH:38]=2)[NH:31][C:30](=[O:42])[CH2:29][NH:28][CH2:27][CH2:26][CH2:25][CH2:24][CH2:23][CH2:22][O:21][C:20]2[CH:19]=[CH:18][C:17](=[CH:51][CH:50]=2)[C:16]2[C:12](=[C:13]([CH3:52])[S:14][N:15]=2)[C:11](=[O:53])[N:10]=1. Reported procedure: The intermediate (20 mg) from Example 4, Step 4(C) was dissolved in methanol (4 mL), followed by the addition of 10-20 mg of 5% Pd/C. Hydrogen was introduced with a balloon and the reaction mixture was stirred at room temperature for 30 min. (longer reaction time for reaction at larger scale). The reaction mixture was filtered through Celite to remove the catalyst. Solvent was evaporated in vacuo to give a crude product, which was subjected to the protocol described in Example 1, Step 1(D) to yi... Reactants: CC1(OCCO1)C1=CC=CC=2C(C3=C(CCC21)C=CC=C3)(O)CCCN(C)C (1-(2-methyl-1,3-dioxolan-2-yl)-10,11-dihydro-5-(3-dimethylaminopropyl)-5-hydroxy-5H-dibenzo[a,d]cycloheptene), Cl (hydrochloric acid). Solvent: C(C)O (ethanol). The product is C(C)(=O)C1=CC=CC=2C(C3=C(CCC21)C=CC=C3)=CCCN(C)C (1-acetyl-10,11-dihydro-5-(3-dimethylaminopropylidene)-5H-dibenzo[a,d]cycloheptene). As a reaction SMILES: [CH3:1][C:2]1([C:7]2[C:17]3[CH2:16][CH2:15][C:14]4[CH:18]=[CH:19][CH:20]=[CH:21][C:13]=4[C:12]([CH2:23][CH2:24][CH2:25][N:26]([CH3:28])[CH3:27])(O)[C:11]=3[CH:10]=[CH:9][CH:8]=2)OCC[O:3]1.Cl>C(O)C>[C:2]([C:7]1[C:17]2[CH2:16][CH2:15][C:14]3[CH:18]=[CH:19][CH:20]=[CH:21][C:13]=3[C:12](=[CH:23][CH2:24][CH2:25][N:26]([CH3:28])[CH3:27])[C:11]=2[CH:10]=[CH:9][CH:8]=1)(=[O:3])[CH3:1]. Procedure details: 7.8 g. of 1-(2-methyl-1,3-dioxolan-2-yl)-10,11-dihydro-5-(3-dimethylaminopropyl)-5-hydroxy-5H-dibenzo[a,d]cycloheptene are heated with 50 ml. of ethanol and 6 ml. of 25% ethanolic hydrochloric acid over a 21/2 hour period at reflux. Thereafter, the reaction mixture is concentrated under vacuum, dissolved in water, made alkaline with dilute sodium hydroxide and extracted with ether. The extract is washed with water, dried with sodium sulfate, filtered and evaporated whereby there is obtained 1-ac... Reactants: [Br-], CON(C)C(=O)C(=CC1CCOCC1)c1ccc(S(=O)(=O)C2CC2)cc1, C=C[Mg+], Cl, C1CCOC1. Yields the product C=CC(=O)C(=CC1CCOCC1)c1ccc(S(=O)(=O)C2CC2)cc1. Reaction SMILES: [Br-:27].[CH:1]1([S:4](=[O:5])(=[O:6])[c:7]2[cH:8][cH:9][c:10]([C:13]([C:14](=[O:15])[N:16]([O:17][CH3:18])[CH3:19])=[CH:20][CH:21]3[CH2:22][CH2:23][O:24][CH2:25][CH2:26]3)[cH:11][cH:12]2)[CH2:2][CH2:3]1.[CH:28](=[CH2:29])[Mg+:30].[ClH:31].[O:32]1[CH2:33][CH2:34][CH2:35][CH2:36]1>>[CH:1]1([S:4](=[O:5])(=[O:6])[c:7]2[cH:8][cH:9][c:10]([C:13]([C:14](=[O:15])[CH:28]=[CH2:29])=[CH:20][CH:21]3[CH2:22][CH2:23][O:24][CH2:25][CH2:26]3)[cH:11][cH:12]2)[CH2:2][CH2:3]1. Starting materials: BrC(Br)(Br)Br, CCOC(=O)CNc1c(Cl)cc(CCO)cc1Cl, ClCCl, c1ccc(P(c2ccccc2)c2ccccc2)cc1. The product is CCOC(=O)CNc1c(Cl)cc(CCBr)cc1Cl. Reaction SMILES: [C:38]([Br:39])([Br:40])([Br:41])[Br:42].[Cl:1][c:2]1[c:3]([NH:12][CH2:13][C:14](=[O:15])[O:16][CH2:17][CH3:18])[c:4]([Cl:11])[cH:5][c:6]([CH2:8][CH2:9][OH:10])[cH:7]1.[Cl:43][CH2:44][Cl:45].[c:19]1([P:20]([c:21]2[cH:22][cH:23][cH:24][cH:25][cH:26]2)[c:27]2[cH:28][cH:29][cH:30][cH:31][cH:32]2)[cH:33][cH:34][cH:35][cH:36][cH:37]1>>[Cl:1][c:2]1[c:3]([NH:12][CH2:13][C:14](=[O:15])[O:16][CH2:17][CH3:18])[c:4]([Cl:11])[cH:5][c:6]([CH2:8][CH2:9][Br:39])[cH:7]1. Reactants: N([C@H](CC1=CC=C(C=C1)O)C(=O)O)C(=O)OC(C)(C)C (t-Boc-D-Tyr-OH), Peptides, FC(C(=O)O)(F)F (trifluoroacetic acid), N[C@H](C)C(=O)OC (D-Ala-OMe), N-hydroxy-succinimide ester, Peptides. Product: N[C@H](CC1=CC=C(C=C1)O)C(=O)N[C@H](C)C(=O)OC (H-D-Tyr-D-Ala-OMe). Reaction SMILES: [NH:1](C(OC(C)(C)C)=O)[C@@H:2]([C:11]([OH:13])=O)[CH2:3][C:4]1[CH:9]=[CH:8][C:7]([OH:10])=[CH:6][CH:5]=1.[NH2:21][C@@H:22]([C:24]([O:26][CH3:27])=[O:25])[CH3:23].FC(F)(F)C(O)=O>>[NH2:1][C@@H:2]([C:11]([NH:21][C@@H:22]([C:24]([O:26][CH3:27])=[O:25])[CH3:23])=[O:13])[CH2:3][C:4]1[CH:5]=[CH:6][C:7]([OH:10])=[CH:8][CH:9]=1. Reported procedure: t-Boc-D-Tyr-OH was coupled with D-Ala-OMe by the N-hydroxy-succinimide ester method (The Peptides, 1, p. 105). Deprotection was carried out using trifluoroacetic acid (The Peptides, 1, p. 39) and the resulting dipeptide methyl ester salt was purified by chromatography on Sephadex G-10 using 0.2 N HOAc.